Dataset: the Open Reaction Database (ORD), a public repository of structured organic reaction records. Task: describe an organic reaction: reactants, conditions, products, and yield Reactants: O=C(O)c1ccc(Br)s1, C[C@@H](N)c1ccccc1. Reagents/catalysts: CN(C)C(=[N+](C)C)ON1C2=C(C=CC=N2)N=N1.F[P-](F)(F)(F)(F)F (HATU), CCN(C(C)C)C(C)C (DIPEA), C1=CC2=C(N=C1)N(N=N2)O (HOAt). The solvent is CN(C)C=O (DMF), CN(C)C=O (DMF), CN(C)C=O (DMF), CN(C)C=O (DMF), CN(C)C=O (DMF), CN(C)C=O (DMF). Conditions: temperature 25 celsius, time 2 hour. Product: C[C@@H](NC(=O)c1ccc(Br)s1)c1ccccc1. Yield: 40.8%. Reaction SMILES: C[C@@H](N)c1ccccc1.O=C(O)c1ccc(Br)s1.CN(C)C(=[N+](C)C)ON1C2=C(C=CC=N2)N=N1.F[P-](F)(F)(F)(F)F.C1=CC2=C(N=C1)N(N=N2)O.CCN(C(C)C)C(C)C.CN(C)C=O>>C[C@@H](NC(=O)c1ccc(Br)s1)c1ccccc1. The reactants are C(CCC)N=C=O (n-butyl isocyanate), C(C)OC(C1=C(C=CC(=C1OC)OC)N)=O (2-amino-5,6-dimethoxybenzoic acid ethyl ester). The solvent is N1=CC=CC=C1 (pyridine), N1=CC=CC=C1 (pyridine), [OH-].[Na+] (NaOH). Conditions: temperature 0 celsius, time 1 hour. The product is O.C(CCC)N1C(NC2=CC=C(C(=C2C1=O)OC)OC)=O.C(CCC)N1C(NC2=CC=C(C(=C2C1=O)OC)OC)=O (3-n-Butyl-5,6-dimethoxyquinazolin-2,4-(1H, 3H)-dione Hemihydrate). RXN SMILES: [CH2:1]([N:5]=[C:6]=[O:7])[CH2:2][CH2:3][CH3:4].C([O:10][C:11](=[O:23])[C:12]1[C:17]([O:18][CH3:19])=[C:16]([O:20][CH3:21])[CH:15]=[CH:14][C:13]=1[NH2:22])C>N1C=CC=CC=1.[OH-].[Na+]>[OH2:7].[CH2:1]([N:5]1[C:11](=[O:10])[C:12]2[C:13](=[CH:14][CH:15]=[C:16]([O:20][CH3:21])[C:17]=2[O:18][CH3:19])[NH:22][C:6]1=[O:7])[CH2:2][CH2:3][CH3:4].[CH2:1]([N:5]1[C:11](=[O:23])[C:12]2[C:13](=[CH:14][CH:15]=[C:16]([O:20][CH3:21])[C:17]=2[O:18][CH3:19])[NH:22][C:6]1=[O:7])[CH2:2][CH2:3][CH3:4] |f:3.4,5.6.7|. Reported procedure: To n-butyl isocyanate (2.06 g, 2.34 ml, 20.8 mM) in pyridine (9.2 ml) at 0° C. was added a cold solution of 2-amino-5,6-dimethoxybenzoic acid ethyl ester (3.0 g, 13.3 mM) in pyridine (16.7 ml). The solution was stirred at 0° C. for thirty minutes, then kept at room temperature for one hour. The mixture was concentrated to dryness to give an off-white solid. This was dissolved in 69.9 ml of 1N NaOH (4:1 MeOH-H2O) and heated at reflux for 2 hours. The solvent was removed in vacuo and the residue d... Reactants: COC1=NC=C(C=C1)C#N (2-methoxy-5-cyanopyridine), Cl.NNC(=O)N (semi-carbazide hydrochloride), C(C)(=O)[O-].[Na+] (sodium acetate), C(C)O (ethanol). Reagents/catalysts: [Ni] (Raney nickel). The solvent is O (water). Reaction conditions: time 8 hour. Product: COC1=CC=C(C=N1)C=O (6-methoxypyridine-3-carboxaldehyde). The yield is 50.3%. Reaction SMILES: [CH3:1][O:2][C:3]1[CH:8]=[CH:7][C:6]([C:9]#N)=[CH:5][N:4]=1.Cl.NNC(N)=[O:15].C([O-])(=O)C.[Na+].C(O)C>[Ni].O>[CH3:1][O:2][C:3]1[N:4]=[CH:5][C:6]([CH:9]=[O:15])=[CH:7][CH:8]=1 |f:1.2,3.4|. Procedure details: A mixture of 2-methoxy-5-cyanopyridine (61.26 g), semi-carbazide hydrochloride (76.4 g), sodium acetate (74.92 g), ethanol (1,300 ml) and water (400 ml) was hydrogenated at 344 kPa using Raney nickel catalyst (1.0 g). The mixture was evaporated to a volume of 500 ml, water (1,000 ml) was added and the mixture was allowed to stand at 0° overnight. The mixture was filtered and the solid was washed with water and dissolved in 10% hydrochloric acid (1,000 ml). Formaldehyde solution (36% w/v, 450 ml)... Reactants: CC1=C(C=NC=C1)B(O)O (4-Methylpyridin-3-ylboronic acid), BrC1=C(C(=O)OC)C=C(C=C1)[N+](=O)[O-] (methyl 2-bromo-5-nitrobenzoate), CC1=C(C=NC=C1)C1=C2C=NNC2=CC=C1 (4-(4-Methylpyridin-3-yl)-1H-indazole). Product: CC1=C(C=NC=C1)C1=C(C(=O)OC)C=C(C=C1)[N+](=O)[O-] (Methyl 2-(4-methylpyridin-3-yl)-5-nitrobenzoate). Reaction SMILES: [CH3:1][C:2]1[CH:7]=[CH:6][N:5]=[CH:4][C:3]=1B(O)O.Br[C:12]1[CH:21]=[CH:20][C:19]([N+:22]([O-:24])=[O:23])=[CH:18][C:13]=1[C:14]([O:16][CH3:17])=[O:15].CC1C=CN=CC=1C1C=CC=C2C=1C=NN2>>[CH3:1][C:2]1[CH:7]=[CH:6][N:5]=[CH:4][C:3]=1[C:12]1[CH:21]=[CH:20][C:19]([N+:22]([O-:24])=[O:23])=[CH:18][C:13]=1[C:14]([O:16][CH3:17])=[O:15]. Procedure: Intermediate 20A was prepared from Intermediate 1A and methyl 2-bromo-5-nitrobenzoate by the procedure described for the preparation of Intermediate 1C. MS (ES): m/z=273.1 [M+H]+. The reactants are COC(=O)C=1N(C(=CC1)S(=O)(=O)N1CCC(CC1)SC1=CC(=C(C(=C1)C(C)(C)C)O)C(C)(C)C)C (5-[4-(3,5-di-tert-butyl-4-hydroxy-phenylsulfanyl)-piperidine-1-sulfonyl]-1-methyl-1H-pyrrole-2-carboxylic acid methyl ester), [H-].[H-].[H-].[H-].[Li+].[Al+3] (LiAlH4). Solvent: C1CCOC1 (THF). Reaction conditions: time 2 hour. Yields the product Ethyl acetate hexanes, C(C)(C)(C)C1=C(C(=CC(=C1)SC1CCN(CC1)S(=O)(=O)C=1N(C(=CC1)CO)C)C(C)(C)C)O (2,6-Di-tert-butyl-4-[1-(5-hydroxymethyl-1-methyl-1H-pyrrole-2-sulfonyl)-piperidin-4-ylsulfanyl]-phenol). Isolated yield 46.9%. Reaction SMILES: C[O:2][C:3]([C:5]1[N:6]([CH3:35])[C:7]([S:10]([N:13]2[CH2:18][CH2:17][CH:16]([S:19][C:20]3[CH:25]=[C:24]([C:26]([CH3:29])([CH3:28])[CH3:27])[C:23]([OH:30])=[C:22]([C:31]([CH3:34])([CH3:33])[CH3:32])[CH:21]=3)[CH2:15][CH2:14]2)(=[O:12])=[O:11])=[CH:8][CH:9]=1)=O.[H-].[H-].[H-].[H-].[Li+].[Al+3]>C1COCC1>[C:26]([C:24]1[CH:25]=[C:20]([S:19][CH:16]2[CH2:17][CH2:18][N:13]([S:10]([C:7]3[N:6]([CH3:35])[C:5]([CH2:3][OH:2])=[CH:9][CH:8]=3)(=[O:12])=[O:11])[CH2:14][CH2:15]2)[CH:21]=[C:22]([C:31]([CH3:34])([CH3:33])[CH3:32])[C:23]=1[OH:30])([CH3:29])([CH3:28])[CH3:27] |f:1.2.3.4.5.6|. Procedure details: To 5-[4-(3,5-di-tert-butyl-4-hydroxy-phenylsulfanyl)-piperidine-1-sulfonyl]-1-methyl-1H-pyrrole-2-carboxylic acid methyl ester (Ex. 4a, 440 mg, 0.84 mmol) in 5 mL of THF was added LiAlH4 (128 mg, 3.4 mmol) in 4 portions. The mixture was stirred for 2 h at room temperature and then quenched with saturated NH4Cl (30 mL) and extracted with Ethyl acetate (2×3 0 mL). The combined organic extracts were dried over Na2SO4 and concentrated under reduced pressure. Chromatography (10-60% Ethyl acetate/hexa... Starting materials: CC(=CC=1C=C(C#N)C=CC1)C (3-(2-methyl-1-propenyl)benzonitrile). The reagents and catalysts are [Pd] (palladium on activated carbon). The solvent is CO (methanol). Conditions: temperature 25 celsius, time 1 hour. The product is C(C(C)C)C=1C=C(C#N)C=CC1 (3-isobutylbenzonitrile). Yield: 94.0%. RXN SMILES: [CH3:1][C:2]([CH3:12])=[CH:3][C:4]1[CH:5]=[C:6]([CH:9]=[CH:10][CH:11]=1)[C:7]#[N:8]>CO.[Pd]>[CH2:3]([C:4]1[CH:5]=[C:6]([CH:9]=[CH:10][CH:11]=1)[C:7]#[N:8])[CH:2]([CH3:12])[CH3:1]. Procedure details: To a solution of 3-(2-methyl-1-propenyl)benzonitrile (5.80 g) in methanol (50 ml) was added 10% palladium on activated carbon (1 g), and the mixture was stirred under hydrogen atmosphere (3 atm) at 25° C. for 1 hour. The catalyst was filtered off and the filtrate was evaporated to give 3-isobutylbenzonitrile (5.52 g) as a pale yellow oil. Reactants: CC(C)(C)c1ccc(CN)cc1, O=S1(=O)N=C(O)c2ccc(-c3ncccc3Cl)cc21. Product: CC(C)(C)c1ccc(CNC2=NS(=O)(=O)c3cc(-c4ncccc4Cl)ccc32)cc1. As a reaction SMILES: [C:20]([CH3:21])([CH3:22])([CH3:23])[c:24]1[cH:25][cH:26][c:27]([CH2:28][NH2:29])[cH:30][cH:31]1.[Cl:1][c:2]1[c:3](-[c:8]2[cH:9][c:10]3[c:11]([cH:18][cH:19]2)[C:12]([OH:17])=[N:13][S:14]3(=[O:15])=[O:16])[n:4][cH:5][cH:6][cH:7]1>>[Cl:1][c:2]1[c:3](-[c:8]2[cH:9][c:10]3[c:11]([cH:18][cH:19]2)[C:12]([NH:29][CH2:28][c:27]2[cH:26][cH:25][c:24]([C:20]([CH3:21])([CH3:22])[CH3:23])[cH:31][cH:30]2)=[N:13][S:14]3(=[O:15])=[O:16])[n:4][cH:5][cH:6][cH:7]1.